From a dataset of the Open Reaction Database (ORD), a public repository of structured organic reaction records. describe an organic reaction: reactants, conditions, products, and yield Reactants: C(C)(C)(C)OC(=O)NS(=O)(=O)N[C@@H]1CN(CCO[C@H]1C1=CC(=C(C=C1)Cl)Cl)C(=O)OC(C)(C)C (tert-butyl (6R,7S)-6-{[(tert-butoxycarbonyl)sulfamoyl]amino}-7-(3,4-dichlorophenyl)-1,4-oxazepane-4-carboxylate), C(C)(=O)OCC.Cl (hydrogen chloride-ethyl acetate). Run at time 2 hour. Yields the product Cl.ClC=1C=C(C=CC1Cl)[C@H]1[C@@H](CNCCO1)NS(=O)(=O)N (N-[(6R,7S)-7-(3,4-dichlorophenyl)-1,4-oxazepan-6-yl]sulfamide monohydrochloride). Isolated yield 150.7%. As a reaction SMILES: C(OC([NH:8][S:9]([NH:12][C@H:13]1[C@H:19]([C:20]2[CH:25]=[CH:24][C:23]([Cl:26])=[C:22]([Cl:27])[CH:21]=2)[O:18][CH2:17][CH2:16][N:15](C(OC(C)(C)C)=O)[CH2:14]1)(=[O:11])=[O:10])=O)(C)(C)C.C(OCC)(=O)C.Cl>>[ClH:26].[Cl:27][C:22]1[CH:21]=[C:20]([C@@H:19]2[O:18][CH2:17][CH2:16][NH:15][CH2:14][C@H:13]2[NH:12][S:9]([NH2:8])(=[O:10])=[O:11])[CH:25]=[CH:24][C:23]=1[Cl:26] |f:1.2,3.4|. Procedure details: To tert-butyl (6R,7S)-6-{[(tert-butoxycarbonyl)sulfamoyl]amino}-7-(3,4-dichlorophenyl)-1,4-oxazepane-4-carboxylate (200 mg) was added 4.0 M hydrogen chloride-ethyl acetate solution (4 mL), and the mixture was stirred at room temperature for 2 hr. The residue obtained by concentration under reduced pressure was washed with ethyl acetate-hexane to give the title compound (105 mg). Reactants: COC1=C(C=C(C(=C1)OC)OC)C=CC (2,4,5 trimethoxy phenyl propene), BrN1C(CCC1=O)=O (N-bromosuccinimide). The reagents and catalysts are [Br-].C(CCCCCCCCCCCCCCC)[N+](C)(C)C (cetyltrimethyl ammonium bromide). Solvent: O (water). Product: COC1=C(C=C(C(=C1)OC)OC)C(C=O)C (2-(2,4,5 trimethoxy phenyl)propionaldehyde). Yield: 43.0%. As a reaction SMILES: [CH3:1][O:2][C:3]1[CH:8]=[C:7]([O:9][CH3:10])[C:6]([O:11][CH3:12])=[CH:5][C:4]=1[CH:13]=[CH:14]C.BrN1[C:21](=[O:22])CCC1=O>[Br-].C([N+](C)(C)C)CCCCCCCCCCCCCCC.O>[CH3:1][O:2][C:3]1[CH:8]=[C:7]([O:9][CH3:10])[C:6]([O:11][CH3:12])=[CH:5][C:4]=1[CH:13]([CH3:14])[CH:21]=[O:22] |f:2.3|. Procedure details: A mixture of 2,4,5 trimethoxy phenyl propene (1 mmol), N-bromosuccinimide (1.2 mmol), water (14 ml), cetyltrimethyl ammonium bromide (0.3 mmol) were taken in a 100 ml round bottom flask fitted with a condenser. The flask was shaken well and placed inside the monomode microwave oven and irradiated (220 W, 200° C.) for 12 minutes in parts. After completion of reaction, the reaction mixture was worked up as in example-1 to provide the corresponding 2-(2,4,5 trimethoxy phenyl)propionaldehyde (43% yi... Reactants: CO, Cl, CS(=O)(=O)c1ccc(C2=CCOCC2)c(C(=O)N2CCN(c3ccc(C(F)(F)F)cc3)CC2)c1. Product: CS(=O)(=O)c1ccc(C2CCOCC2)c(C(=O)N2CCN(c3ccc(C(F)(F)F)cc3)CC2)c1. As a reaction SMILES: [CH3:36][OH:37].[ClH:35].[O:1]1[CH2:2][CH2:3][C:4]([c:7]2[c:8]([C:17](=[O:18])[N:19]3[CH2:20][CH2:21][N:22]([c:25]4[cH:26][cH:27][c:28]([C:31]([F:32])([F:33])[F:34])[cH:29][cH:30]4)[CH2:23][CH2:24]3)[cH:9][c:10]([S:13](=[O:14])(=[O:15])[CH3:16])[cH:11][cH:12]2)=[CH:5][CH2:6]1>>[O:1]1[CH2:2][CH2:3][CH:4]([c:7]2[c:8]([C:17](=[O:18])[N:19]3[CH2:20][CH2:21][N:22]([c:25]4[cH:26][cH:27][c:28]([C:31]([F:32])([F:33])[F:34])[cH:29][cH:30]4)[CH2:23][CH2:24]3)[cH:9][c:10]([S:13](=[O:14])(=[O:15])[CH3:16])[cH:11][cH:12]2)[CH2:5][CH2:6]1. Starting materials: CCOC(=O)N1C(=O)c2ccccc2C1=O, Cl, NC(=O)C(N)Cc1ccccc1. Product: NC(=O)C(Cc1ccccc1)N1C(=O)c2ccccc2C1=O. As a reaction SMILES: [C:1]([N:2]1[C:7](=[O:16])[c:8]2[c:9]([cH:12][cH:13][cH:14][cH:15]2)[C:10]1=[O:11])([O:3][CH2:4][CH3:5])=[O:6].[ClH:17].[NH2:18][CH:19]([CH2:20][c:21]1[cH:22][cH:23][cH:24][cH:25][cH:26]1)[C:27](=[O:28])[NH2:29]>>[C:7]1(=[O:16])[c:8]2[c:9]([cH:12][cH:13][cH:14][cH:15]2)[C:10](=[O:11])[N:18]1[CH:19]([CH2:20][c:21]1[cH:22][cH:23][cH:24][cH:25][cH:26]1)[C:27](=[O:28])[NH2:29]. As a reaction SMILES: [Br:13][CH:14]([CH2:15][CH3:16])[CH2:17][CH3:18].[CH2:1]([CH3:2])[O:3][c:4]1[cH:5][c:6]([CH:7]=[O:8])[cH:9][cH:10][c:11]1[OH:12].[K+:19].[K+:20].[O-:21][C:22]([O-:23])=[O:24].[O:25]=[CH:26][N:27]([CH3:28])[CH3:29]>>[CH2:1]([CH3:2])[O:3][c:4]1[cH:5][c:6]([CH:7]=[O:8])[cH:9][cH:10][c:11]1[O:12][CH:14]([CH2:15][CH3:16])[CH2:17][CH3:18]. Product: CCOc1cc(C=O)ccc1OC(CC)CC. Reactants: CCC(Br)CC, CCOc1cc(C=O)ccc1O, [K+], [K+], O=C([O-])[O-], CN(C)C=O.